Dataset: the Open Reaction Database (ORD), a public repository of structured organic reaction records. Task: describe an organic reaction: reactants, conditions, products, and yield The reactants are O=C(Br)CBr, C1CCOC1, CC(C)(C)CNCC(=O)N1CCOCC1. The product is CC(C)(C)CN(CC(=O)N1CCOCC1)C(=O)CBr. RXN SMILES: [Br:16][CH2:17][C:18](=[O:19])[Br:20].[CH2:21]1[O:22][CH2:23][CH2:24][CH2:25]1.[CH3:1][C:2]([CH2:3][NH:4][CH2:5][C:6](=[O:7])[N:8]1[CH2:9][CH2:10][O:11][CH2:12][CH2:13]1)([CH3:14])[CH3:15]>>[CH3:1][C:2]([CH2:3][N:4]([CH2:5][C:6](=[O:7])[N:8]1[CH2:9][CH2:10][O:11][CH2:12][CH2:13]1)[C:18]([CH2:17][Br:16])=[O:19])([CH3:14])[CH3:15]. Starting materials: Cc1cc(Nc2cc3ccccc3c(Cl)n2)n[nH]1, OB(O)c1ccc(F)c(F)c1. Product: Cc1cc(Nc2cc3ccccc3c(-c3ccc(F)c(F)c3)n2)n[nH]1. RXN SMILES: [Cl:1][c:2]1[n:3][c:4]([NH:12][c:13]2[n:14][nH:15][c:16]([CH3:18])[cH:17]2)[cH:5][c:6]2[cH:7][cH:8][cH:9][cH:10][c:11]12.[F:19][c:20]1[cH:21][c:22]([B:27]([OH:28])[OH:29])[cH:23][cH:24][c:25]1[F:26]>>[c:2]1(-[c:22]2[cH:21][c:20]([F:19])[c:25]([F:26])[cH:24][cH:23]2)[n:3][c:4]([NH:12][c:13]2[n:14][nH:15][c:16]([CH3:18])[cH:17]2)[cH:5][c:6]2[cH:7][cH:8][cH:9][cH:10][c:11]12.